This data is from the Open Reaction Database (ORD), a public repository of structured organic reaction records. The task is: describe an organic reaction: reactants, conditions, products, and yield Reactants: CC(C)(C)O, CC12CCC3c4ccc(C=O)cc4CCC3C1CCC2C(=O)c1ccc2c(c1)OCO2, CC=C(C)C, CC(=O)O, [O-][Cl+][O-], [Cl-], [Na+], [Na+], O. Product: CC12CCC3c4ccc(C(=O)O)cc4CCC3C1CCC2C(=O)c1ccc2c(c1)OCO2. RXN SMILES: [C:48]([OH:49])([CH3:50])([CH3:51])[CH3:52].[CH2:1]1[O:2][c:3]2[cH:4][c:5]([C:6](=[O:7])[CH:8]3[C:9]4([CH3:10])[CH:11]([CH2:12][CH2:13]3)[CH:14]3[CH2:15][CH2:16][c:17]5[cH:18][c:19]([CH:26]=[O:27])[cH:20][cH:21][c:22]5[CH:23]3[CH2:24][CH2:25]4)[cH:28][cH:29][c:30]2[O:31]1.[CH3:32][C:33](=[CH:34][CH3:35])[CH3:36].[CH3:44][C:45](=[O:46])[OH:47].[Cl+:37]([O-:38])[O-:39].[Cl-:41].[Na+:40].[Na+:42].[OH2:43]>>[CH2:1]1[O:2][c:3]2[cH:4][c:5]([C:6](=[O:7])[CH:8]3[C:9]4([CH3:10])[CH:11]([CH2:12][CH2:13]3)[CH:14]3[CH2:15][CH2:16][c:17]5[cH:18][c:19]([C:26](=[O:27])[OH:38])[cH:20][cH:21][c:22]5[CH:23]3[CH2:24][CH2:25]4)[cH:28][cH:29][c:30]2[O:31]1.